Task: describe an organic reaction: reactants, conditions, products, and yield. Dataset: the Open Reaction Database (ORD), a public repository of structured organic reaction records Reported procedure: A mixture of N-(4-chlorobenzyl)-2-(chloromethyl)-3,4-dimethyl-7-oxo-4,7-dihydrothieno[3,2-b]pyridine-6-carboxamide (100 mg, 0.25 mmol), 2-(methylamino)ethanol (40 mg, 0.53 mmol) and diisopropylethylamine (67 μL, 0.38 mmol) in dry DMF (5 mL) was heated to 60° C., becoming a solution. The reaction was stirred for 7 hours at that temperature. After cooling to room temperature, the solution was diluted with water (15 mL). The resulting milky suspension was stirred vigorously for 30 minutes, and then... The yield is 97.7%. RXN SMILES: [Cl:1][C:2]1[CH:25]=[CH:24][C:5]([CH2:6][NH:7][C:8]([C:10]2[C:11](=[O:23])[C:12]3[S:19][C:18]([CH2:20]Cl)=[C:17]([CH3:22])[C:13]=3[N:14]([CH3:16])[CH:15]=2)=[O:9])=[CH:4][CH:3]=1.[CH3:26][NH:27][CH2:28][CH2:29][OH:30].C(N(C(C)C)CC)(C)C>CN(C=O)C.O>[Cl:1][C:2]1[CH:3]=[CH:4][C:5]([CH2:6][NH:7][C:8]([C:10]2[C:11](=[O:23])[C:12]3[S:19][C:18]([CH2:20][N:27]([CH2:28][CH2:29][OH:30])[CH3:26])=[C:17]([CH3:22])[C:13]=3[N:14]([CH3:16])[CH:15]=2)=[O:9])=[CH:24][CH:25]=1. Yields the product ClC1=CC=C(CNC(=O)C=2C(C3=C(N(C2)C)C(=C(S3)CN(C)CCO)C)=O)C=C1 (N-(4-chlorobenzyl)-2-{[(2-hydroxyethyl)(methyl)-amino]methyl}-3,4-dimethyl-7-oxo-4,7-dihydrothieno[3,2-b]pyridine-6-carboxamide). Solvent: CN(C)C=O (DMF), O (water). The reactants are ClC1=CC=C(CNC(=O)C=2C(C3=C(N(C2)C)C(=C(S3)CCl)C)=O)C=C1 (N-(4-chlorobenzyl)-2-(chloromethyl)-3,4-dimethyl-7-oxo-4,7-dihydrothieno[3,2-b]pyridine-6-carboxamide), CNCCO (2-(methylamino)ethanol), C(C)(C)N(CC)C(C)C (diisopropylethylamine). Reaction conditions: temperature 60 celsius, time 7 hour. Starting materials: ClC1=C(C(=CC=C1)F)C=1NC(N(N1)C1=CC=C(C=C1)C#C)=O (5-(2-chloro-6-fluorophenyl)-2-(4-ethynylphenyl)-2,4-dihydro-3H-1,2,4-triazol-3-one), ClC1=C(C(=CC=C1)I)F (1-chloro-2-fluoro-3-iodobenzene), CCCC[N+](CCCC)(CCCC)CCCC.[F-] (TBAF). The reagents and catalysts are Cl[Pd]([P](C1=CC=CC=C1)(C2=CC=CC=C2)C3=CC=CC=C3)([P](C4=CC=CC=C4)(C5=CC=CC=C5)C6=CC=CC=C6)Cl (bis(triphenylphosphine)palladium(II) chloride). Solvent: CS(=O)C (DMSO). The product is ClC=1C(=C(C=CC1)C#CC1=CC=C(C=C1)N1N=C(NC1=O)C1=C(C=CC=C1F)Cl)F (1-(4-((3-Chloro-2-fluorophenyl)ethynyl)phenyl)-3-(2-chloro-6-fluorophenyl)-1H-1,2,4-triazol-5(4H)-one). Isolated yield 28.4%. As a reaction SMILES: [Cl:1][C:2]1[CH:7]=[CH:6][CH:5]=[C:4]([F:8])[C:3]=1[C:9]1[NH:10][C:11](=[O:22])[N:12]([C:14]2[CH:19]=[CH:18][C:17]([C:20]#[CH:21])=[CH:16][CH:15]=2)[N:13]=1.[Cl:23][C:24]1[CH:29]=[CH:28][CH:27]=[C:26](I)[C:25]=1[F:31].CCCC[N+](CCCC)(CCCC)CCCC.[F-]>Cl[Pd](Cl)([P](C1C=CC=CC=1)(C1C=CC=CC=1)C1C=CC=CC=1)[P](C1C=CC=CC=1)(C1C=CC=CC=1)C1C=CC=CC=1.CS(C)=O>[Cl:23][C:24]1[C:25]([F:31])=[C:26]([C:21]#[C:20][C:17]2[CH:18]=[CH:19][C:14]([N:12]3[C:11](=[O:22])[NH:10][C:9]([C:3]4[C:4]([F:8])=[CH:5][CH:6]=[CH:7][C:2]=4[Cl:1])=[N:13]3)=[CH:15][CH:16]=2)[CH:27]=[CH:28][CH:29]=1 |f:2.3,^1:52,71|. Procedure: The title compound was prepared according to the procedure described in Example-3 using 5-(2-chloro-6-fluorophenyl)-2-(4-ethynylphenyl)-2,4-dihydro-3H-1,2,4-triazol-3-one (Intermediate-2, 0.100 g, 0.319 mmol), 1-chloro-2-fluoro-3-iodobenzene (0.123 g, 0.470 mmol), TBAF (0.201 g, 0.638 mmol), bis(triphenylphosphine)palladium(II) chloride (0.020 g, 0.028 mmol) and DMSO (3.0 mL). The obtained product was purified with column chromatography on silica gel eluting with 1.0% MeOH:DCM to afford 0.040 g ... Starting materials: IC (iodomethane), compound, N1=C(C=CC=C1)COC1=CC=C(C=C1)C1=NOC(=C1)COC(N)=O (carbamic acid 3-[4-(pyridin-2-ylmethoxy)-phenyl]-isoxazol-5-ylmethyl ester). Reaction conditions: temperature 80 celsius, time 10 hour. The product is [I-].C(N)(=O)OCC1=CC(=NO1)C1=CC=C(OCC2=[N+](C=CC=C2)C)C=C1 (2-[4-(5-carbamoyloxymethyl-isoxazol-3-yl)-phenoxymethyl]-1-methyl-pyridinium iodide). As a reaction SMILES: [I:1][CH3:2].[N:3]1[CH:8]=[CH:7][CH:6]=[CH:5][C:4]=1[CH2:9][O:10][C:11]1[CH:16]=[CH:15][C:14]([C:17]2[CH:21]=[C:20]([CH2:22][O:23][C:24](=[O:26])[NH2:25])[O:19][N:18]=2)=[CH:13][CH:12]=1>>[I-:1].[C:24]([O:23][CH2:22][C:20]1[O:19][N:18]=[C:17]([C:14]2[CH:13]=[CH:12][C:11]([O:10][CH2:9][C:4]3[CH:5]=[CH:6][CH:7]=[CH:8][N+:3]=3[CH3:2])=[CH:16][CH:15]=2)[CH:21]=1)(=[O:26])[NH2:25] |f:2.3|. Procedure: 2 ml of iodomethane was added to 0.3 g of the compound carbamic acid 3-[4-(pyridin-2-ylmethoxy)-phenyl]-isoxazol-5-ylmethyl ester in Example 65 and stirred at 80° C. for 10 hours. A crude solid compound obtained after distillation of the solution under reduced pressure to remove an excess of MeI was recrystallized from ethyl acetate/hexane/methylene chloride to obtain 2-[4-(5-carbamoyloxymethyl-isoxazol-3-yl)-phenoxymethyl]-1-methyl-pyridinium iodide as a desired compound. Reactants: ClCC(CO)O (3-chloro-1,2-propanediol), C1=CC2=C(C=CC=C2S(=O)(=O)O)C(=C1)O (1-naphthol-5-sulfonic acid), [Na] (sodium), C (charcoal), [OH-].[Na+] (sodium hydroxide). Solvent: O (water). Reaction conditions: time 20 hour. The product is [Na]C1=C2C=CC(=C(C2=CC=C1)OCC(CO)O)S(=O)(=O)O (3-(5-sodiosulfo-1-naphthoxy)-1,2-propanediol). Yield: 99.0%. RXN SMILES: [OH-:1].[Na+:2].[CH:3]1[CH:16]=[C:15](O)[C:6]2[CH:7]=[CH:8][CH:9]=[C:10]([S:11]([OH:14])(=[O:13])=[O:12])[C:5]=2C=1.[Na].Cl[CH2:20][CH:21]([OH:24])[CH2:22][OH:23].[CH4:25]>O>[Na:2][C:25]1[CH:3]=[CH:16][CH:15]=[C:6]2[C:7]=1[CH:8]=[CH:9][C:10]([S:11]([OH:14])(=[O:12])=[O:13])=[C:5]2[O:1][CH2:20][CH:21]([OH:24])[CH2:22][OH:23] |f:0.1,^1:17|. Reported procedure: A 5-liter, four-necked, round-bottomed reaction flask, fitted with mechanical stirrer, thermometer, reflux condenser, addition funnel, and heating mantle, is charged with 2500 parts of water and 120 parts of sodium hydroxide and the mixture stirred to dissolve the caustic. To the flask is added 738 parts of 1-naphthol-5-sulfonic acid, sodium salt. Stirring is continued while heating the solution to 50°-60° C. To the flask then is added drop-wise over a two-hour period 332 parts of 3-chloro-1,2-p...